Dataset: the Open Reaction Database (ORD), a public repository of structured organic reaction records. Task: describe an organic reaction: reactants, conditions, products, and yield Starting materials: BrC1=C(C=CC=C1)CC(=O)C1=C(C=C(C(=C1)Cl)O)O (2-(2-Bromo-phenyl)-1-(5-chloro-2,4-dihydroxy-phenyl)-ethanone), C(C)(=O)OC(C)=O (acetic anhydride), C([O-])([O-])=O.[K+].[K+] (potassium carbonate). Product: BrC1=C(C=CC=C1)C1=C(OC2=CC(=C(C=C2C1=O)Cl)O)C (3-(2-Bromo-phenyl)-6-chloro-7-hydroxy-2-methyl-chromen-4-one). Reaction SMILES: [Br:1][C:2]1[CH:7]=[CH:6][CH:5]=[CH:4][C:3]=1[CH2:8][C:9]([C:11]1[CH:16]=[C:15]([Cl:17])[C:14]([OH:18])=[CH:13][C:12]=1[OH:19])=[O:10].[C:20](OC(=O)C)(=O)[CH3:21].C(=O)([O-])[O-].[K+].[K+]>>[Br:1][C:2]1[CH:7]=[CH:6][CH:5]=[CH:4][C:3]=1[C:8]1[C:9](=[O:10])[C:11]2[C:12](=[CH:13][C:14]([OH:18])=[C:15]([Cl:17])[CH:16]=2)[O:19][C:20]=1[CH3:21] |f:2.3.4|. Procedure: This compounds was synthesised in the same manner as described above. 2-(2-Bromo-phenyl)-1-(5-chloro-2,4-dihydroxy-phenyl)-ethanone (2.0 g, 5.88 mmol), acetic anhydride (2.0 ml), potassium carbonate (2.5 g 18.1 mmol). The white precipitate formed was shown to contain the required compound and was taken directly onto the next stage. Starting materials: FC1=CC=C(C=C1Cl)NC=2N=CN=C3C=C(OC)C(OCCCN4CCOCC4)=CC32, IC1COC1. The reagents and catalysts are O=S(=O)(O)O, OO, [Fe].O=S(=O)(O)O.O. The solvent is O, O=S(C)C. Reaction conditions: temperature 60 celsius, time 0.5 hour. Product: FC1=CC=C(C=C1Cl)NC=2N=C(N=C3C=C(OC)C(OCCCN4CCOCC4)=CC32)C5COC5. Yield: 13.0%. Procedure: H2O2  (30%  in  H2O;  153  μL, 1.5 mmol) was added to a stirred solution of gefitinib 4d (223 mg, 0.5 mmol), concentrated H2SO4 (80 μL, 1.5 mmol), 3-iodooxetane (183 mg, 1.0 mmol) and iron(II) sulfate heptahydrate (42 mg, 0.15 mmol) in DMSO (5 mL) at 60 °C. After 1-2 min a further portion of iron(II)  sulfate  heptahydrate  (50  mg,  0.18  mmol)  was  added,  followed  by  dropwise  addition  of  further  H2O2 (30% in H2O; 153 μL, 1.5 mmol) over 5 min. The mixture was stirred at 60 °C for 30 min... Run in C(Cl)Cl (methylene chloride), C(C)(=O)OCC (ethyl acetate), C(Cl)Cl (methylene chloride). Conditions: temperature -10 celsius, time 2 hour. The reactants are C(C)(=O)Cl (Acetyl chloride), FC1=NC=CC(=C1)C(C(O)C1=CC(=CC=C1)C(F)(F)F)NC1CCCC1 (2-(2-fluoro-pyridin-4-yl)-2-cyclo-pentylamino-1-(3-trifluoromethyl-phenyl)-ethanol), C(CC(O)(C(=O)O)CC(=O)O)(=O)O (citric acid), solution, C(C)(C)NC(C)C (diisopropylamine). Product: FC1=NC=CC(=C1)C(C(O)C1=CC(=CC=C1)C(F)(F)F)N(C(C)=O)C1CCCC1 (2-(2-fluoro-pyridin-4-yl)-2-(N-acetyl-cyclopentylamino)-1-(3-trifluoromethyl-phenyl)-ethanol). Reaction SMILES: [F:1][C:2]1[CH:7]=[C:6]([CH:8]([NH:21][CH:22]2[CH2:26][CH2:25][CH2:24][CH2:23]2)[CH:9]([C:11]2[CH:16]=[CH:15][CH:14]=[C:13]([C:17]([F:20])([F:19])[F:18])[CH:12]=2)[OH:10])[CH:5]=[CH:4][N:3]=1.C(NC(C)C)(C)C.[C:34](Cl)(=[O:36])[CH3:35].C(O)(=O)CC(CC(O)=O)(C(O)=O)O>C(Cl)Cl.C(OCC)(=O)C>[F:1][C:2]1[CH:7]=[C:6]([CH:8]([N:21]([CH:22]2[CH2:26][CH2:25][CH2:24][CH2:23]2)[C:34](=[O:36])[CH3:35])[CH:9]([C:11]2[CH:16]=[CH:15][CH:14]=[C:13]([C:17]([F:19])([F:20])[F:18])[CH:12]=2)[OH:10])[CH:5]=[CH:4][N:3]=1. Reported procedure: A stirred solution of 2-(2-fluoro-pyridin-4-yl)-2-cyclopentylamino-1-(3-trifluoromethyl-phenyl)-ethanol (6) (1.0 g, 2.7 mmol) and diisopropylamine (0.95 mL, 5.4 mmol) in methylene chloride (10 mL) was placed under argon and cooled to −10° C. Acetyl chloride (0.21 mL, 3.0 mmol) in methylene chloride (1.0 mL) was slowly added to the reaction mixture. After 2 hrs, ethyl acetate was added (200 mL) followed by aqueous citric acid (50 mL of a 10% solution). The organic layer was then washed with aqueo... Reactants: O=C(O)C(=O)O, CC(=O)O[BH-](OC(C)=O)OC(C)=O, O=C(OCc1ccccc1)N1CCNCC12CC2, [Na+], O=C1COC1. Yields the product O=C(OCc1ccccc1)N1CCN(C2COC2)CC12CC2. Reaction SMILES: [C:1]([OH:2])(=[O:3])[C:4]([OH:5])=[O:6].[C:30]([O:31][BH-:32]([O:33][C:34](=[O:35])[CH3:36])[O:37][C:38](=[O:39])[CH3:40])(=[O:41])[CH3:42].[CH2:7]([c:8]1[cH:9][cH:10][cH:11][cH:12][cH:13]1)[O:14][C:15](=[O:16])[N:17]1[C:18]2([CH2:19][CH2:20]2)[CH2:21][NH:22][CH2:23][CH2:24]1.[Na+:43].[O:25]1[CH2:26][C:27](=[O:29])[CH2:28]1>>[CH2:7]([c:8]1[cH:9][cH:10][cH:11][cH:12][cH:13]1)[O:14][C:15](=[O:16])[N:17]1[C:18]2([CH2:19][CH2:20]2)[CH2:21][N:22]([CH:27]2[CH2:26][O:25][CH2:28]2)[CH2:23][CH2:24]1. The reactants are O=C(c1ccccc1)N1CCC(CCl)CC1, C[O-], Cc1ccccc1, CN(C)C=O, [Na+], O. Product: C=C1CCN(C(=O)c2ccccc2)CC1. RXN SMILES: [C:1]([c:2]1[cH:3][cH:4][cH:5][cH:6][cH:7]1)(=[O:8])[N:9]1[CH2:10][CH2:11][CH:12]([CH2:15][Cl:16])[CH2:13][CH2:14]1.[CH3:17][O-:18].[CH3:20][c:21]1[cH:22][cH:23][cH:24][cH:25][cH:26]1.[CH3:28][N:29]([CH3:30])[CH:31]=[O:32].[Na+:19].[OH2:27]>>[C:1]([c:2]1[cH:3][cH:4][cH:5][cH:6][cH:7]1)(=[O:8])[N:9]1[CH2:10][CH2:11][C:12](=[CH2:15])[CH2:13][CH2:14]1. Reactants: CCO, O, O=P(O)(O)O, Cc1nc2scc(C)n2c(=O)c1CCN1CCC(c2c[nH]c3ccccc23)CC1. Product: O=P(O)(O)O, Cc1nc2scc(C)n2c(=O)c1CCN1CCC(c2c[nH]c3ccccc23)CC1. Reaction SMILES: [CH3:30][CH2:31][OH:32].[OH2:38].[P:33]([OH:34])([OH:35])([OH:36])=[O:37].[nH:1]1[cH:2][c:3]([CH:10]2[CH2:11][CH2:12][N:13]([CH2:16][CH2:17][c:18]3[c:19]([CH3:29])[n:20][c:21]4[n:22]([c:23]3=[O:24])[c:25]([CH3:28])[cH:26][s:27]4)[CH2:14][CH2:15]2)[c:4]2[cH:5][cH:6][cH:7][cH:8][c:9]12>>[P:33](=[O:34])([OH:35])([OH:36])[OH:37].[nH:1]1[cH:2][c:3]([CH:10]2[CH2:11][CH2:12][N:13]([CH2:16][CH2:17][c:18]3[c:19]([CH3:29])[n:20][c:21]4[n:22]([c:23]3=[O:24])[c:25]([CH3:28])[cH:26][s:27]4)[CH2:14][CH2:15]2)[c:4]2[cH:5][cH:6][cH:7][cH:8][c:9]12. Starting materials: CC=1C=CC=C2C(C(NC12)=S)C (7-methyl-3-methylthiooxindole), CC(C)([O-])C.[K+] (potassium t-butoxide), O1CCCC1 (tetrahydrofuran), Cl (hydrochloric acid). The solvent is O (water), [Cl-].[Na+].O (brine). Reaction conditions: time 18 hour. Yields the product CC=1C=CC=C2C(C(NC12)=O)=O (7-methylisatin). The yield is 40.0%. As a reaction SMILES: [CH3:1][C:2]1[CH:3]=[CH:4][CH:5]=C2[C:10]=1[NH:9]C(=S)C2C.[CH3:13][C:14](C)([O-:16])[CH3:15].[K+].Cl.[O:20]1CCCC1>O.[Cl-].[Na+].O>[CH3:1][C:2]1[CH:3]=[CH:4][CH:5]=[C:13]2[C:10]=1[NH:9][C:15](=[O:20])[C:14]2=[O:16] |f:1.2,6.7.8|. Procedure details: Utilizing the general procedure, 3.30 g of 7-methyl-3-methylthiooxindole and an E.Q. of sublimed potassium t-butoxide in 250 ml of tetrahydrofuran was stirred and vigorously aerated for 6 h at 0° C. and 18 h at 25° C. Acidification with 1.42 ml of conc. hydrochloric acid in 20 ml of water, followed by addition of a saturated brine solution, gave an organic layer which was separated and worked up as described above to give 1.98 g of crude product. Recrystallization from methanol gave 1.09 g (40% ... Starting materials: [Br-], CC[Mg+], CC1(C)C(C(=O)Cl)C1(C)C, Cc1ccc2cc[nH]c2c1, [Cl-], [Cl-], ClCCl, [Zn+2]. Product: Cc1ccc2c(C(=O)C3C(C)(C)C3(C)C)c[nH]c2c1. As a reaction SMILES: [Br-:11].[CH2:12]([Mg+:13])[CH3:14].[CH3:15][C:16]1([CH3:24])[CH:17]([C:21](=[O:22])[Cl:23])[C:18]1([CH3:19])[CH3:20].[CH3:1][c:2]1[cH:3][cH:4][c:5]2[cH:6][cH:7][nH:8][c:9]2[cH:10]1.[Cl-:28].[Cl-:30].[Cl:25][CH2:26][Cl:27].[Zn+2:29]>>[CH3:1][c:2]1[cH:3][cH:4][c:5]2[c:6]([C:21]([CH:17]3[C:16]([CH3:15])([CH3:24])[C:18]3([CH3:19])[CH3:20])=[O:22])[cH:7][nH:8][c:9]2[cH:10]1.